This data is from the Open Reaction Database (ORD), a public repository of structured organic reaction records. The task is: describe an organic reaction: reactants, conditions, products, and yield Starting materials: ClCCl, CCCc1c(Cc2ccc(-c3ccccc3C#N)cc2)c(=O)n(Cc2ccc(CO)cc2)c2ncnn12. The product is CCCc1c(Cc2ccc(-c3ccccc3C#N)cc2)c(=O)n(Cc2ccc(C=O)cc2)c2ncnn12. Reaction SMILES: [CH2:38]([Cl:39])[Cl:40].[OH:1][CH2:2][c:3]1[cH:4][cH:5][c:6]([CH2:7][n:8]2[c:9]3[n:10]([c:11]([CH2:30][CH2:31][CH3:32])[c:12]([CH2:15][c:16]4[cH:17][cH:18][c:19](-[c:22]5[c:23]([C:28]#[N:29])[cH:24][cH:25][cH:26][cH:27]5)[cH:20][cH:21]4)[c:13]2=[O:14])[n:33][cH:34][n:35]3)[cH:36][cH:37]1>>[O:1]=[CH:2][c:3]1[cH:4][cH:5][c:6]([CH2:7][n:8]2[c:9]3[n:10]([c:11]([CH2:30][CH2:31][CH3:32])[c:12]([CH2:15][c:16]4[cH:17][cH:18][c:19](-[c:22]5[c:23]([C:28]#[N:29])[cH:24][cH:25][cH:26][cH:27]5)[cH:20][cH:21]4)[c:13]2=[O:14])[n:33][cH:34][n:35]3)[cH:36][cH:37]1. Starting materials: ClC1=NC(=C(C(=N1)Cl)C)COC (2,4-dichloro-6-methoxymethyl-5-methylpyrimidine), CC1NCCC2=CC=CC=C12 (1-methyl-1,2,3,4-tetrahydroisoquinoline). Product: COCC1=C(C(=NC(=N1)Cl)N1C(C2=CC=CC=C2CC1)C)C (6-methoxymethyl-5-methyl-2-chloro-4-(1-methyl-1,2,3,4tetrahydroisoquinolin-2-yl)pyrimidine). Yield: 59.9%. Reaction SMILES: [Cl:1][C:2]1[N:7]=[C:6](Cl)[C:5]([CH3:9])=[C:4]([CH2:10][O:11][CH3:12])[N:3]=1.[CH3:13][CH:14]1[C:23]2[C:18](=[CH:19][CH:20]=[CH:21][CH:22]=2)[CH2:17][CH2:16][NH:15]1>>[CH3:12][O:11][CH2:10][C:4]1[N:3]=[C:2]([Cl:1])[N:7]=[C:6]([N:15]2[CH2:16][CH2:17][C:18]3[C:23](=[CH:22][CH:21]=[CH:20][CH:19]=3)[CH:14]2[CH3:13])[C:5]=1[CH3:9]. Procedure: The same procedures as in Step 1 of Example 25 were repeated using 2,4-dichloro-6-methoxymethyl-5-methylpyrimidine(1.3 g, 6.3 mmol) and 1-methyl-1,2,3,4-tetrahydroisoquinoline(1.02 g, 6.93 mmol) to afford 1.2 g of the titled compound. (Yield: 60%) Starting materials: CCOCC (ether), ClCCOS(=O)(=O)C1=CC=C(C=C1)C (2-Chloroethyl-p-toluenesulphonate), C1=CC=CC=2CC3=CC=CC=C3C(C12)=O (anthrone), C([O-])([O-])=O.[K+].[K+] (potassium carbonate). Run in CN(C=O)C (dimethylformamide). Run at temperature 70 celsius, time 24 hour. The product is C1=CC=CC2=CC3=CC=CC=C3C(=C12)OCCCl (2-(9-anthryloxy)ethyl chloride). RXN SMILES: [Cl:1][CH2:2][CH2:3]OS(C1C=CC(C)=CC=1)(=O)=O.[CH:15]1[C:28]2[C:27](=[O:29])[C:26]3[C:21](=[CH:22][CH:23]=[CH:24][CH:25]=3)[CH2:20][C:19]=2[CH:18]=[CH:17][CH:16]=1.C(=O)([O-])[O-].[K+].[K+].CCOCC>CN(C)C=O>[CH:25]1[C:26]2[C:21](=[CH:20][C:19]3[C:28]([C:27]=2[O:29][CH2:3][CH2:2][Cl:1])=[CH:15][CH:16]=[CH:17][CH:18]=3)[CH:22]=[CH:23][CH:24]=1 |f:2.3.4|. Reported procedure: 2-Chloroethyl-p-toluenesulphonate (6.0 g) was added to a mixture of anthrone (5 g) and potassium carbonate (5 g) in dimethylformamide (130 ml). After stirring for 24 hours at 70° C., the reaction mixture was added to ether. The resultant solution was washed with dilute aqueous potassium hydroxide, dried with magnesium sulphate, and evaporated to yield a crude product which was chromatographed on silica gel, eluting with 4:1 hexane:ethyl acetate, to give 2-(9-anthryloxy)ethyl chloride. Yields the product C(C)(C)(C)NCC(COC1=CC=C2C=NNC(C2=C1)=O)O (7-(3-t-butylamino-2-hydroxypropoxy)-1(2H)-phthalazinone). The reactants are O1C(COC2=CC=C3C=NNC(C3=C2)=O)C1 (7-(2,3-Epoxypropoxy)-1(2H)-phthalazinone), C(C)(C)(C)N (t-butylamine). Reported procedure: 7-(2,3-Epoxypropoxy)-1(2H)-phthalazinone was reacted with t-butylamine in a similar manner to that described in Example 1(iv) to give 7-(3-t-butylamino-2-hydroxypropoxy)-1(2H)-phthalazinone, the hydrochloride of which was recrystallised from ethanol and had m.p. 263°-264° (decomp). As a reaction SMILES: [O:1]1[CH2:16][CH:2]1[CH2:3][O:4][C:5]1[CH:14]=[C:13]2[C:8]([CH:9]=[N:10][NH:11][C:12]2=[O:15])=[CH:7][CH:6]=1.[C:17]([NH2:21])([CH3:20])([CH3:19])[CH3:18]>>[C:17]([NH:21][CH2:16][CH:2]([OH:1])[CH2:3][O:4][C:5]1[CH:14]=[C:13]2[C:8]([CH:9]=[N:10][NH:11][C:12]2=[O:15])=[CH:7][CH:6]=1)([CH3:20])([CH3:19])[CH3:18]. Reactants: S(=O)(Cl)Cl (Thionyl chloride), CN1N=C(C(=C1)C)C(=O)O (1,4-dimethyl-1H-pyrazole-3-carboxylic acid), S(=O)(Cl)Cl (thionyl chloride). Run at temperature 80 celsius. Yields the product CN1N=C(C(=C1)C)C(=O)Cl (1,4-Dimethyl-1H-pyrazole-3-carbonyl chloride). Reaction SMILES: S(Cl)([Cl:3])=O.[CH3:5][N:6]1[CH:10]=[C:9]([CH3:11])[C:8]([C:12]([OH:14])=O)=[N:7]1>>[CH3:5][N:6]1[CH:10]=[C:9]([CH3:11])[C:8]([C:12]([Cl:3])=[O:14])=[N:7]1. Procedure details: Thionyl chloride (4 ml) was added to 1,4-dimethyl-1H-pyrazole-3-carboxylic acid (0.5 g) and the reaction was heated at 80° C. for 2 h. Further thionyl chloride (2 ml) was added and the reaction was heated at 80° C. for 1 h. The reaction was evaporated, then azeotroped with toluene to give title compound, 511 mg. Starting materials: CC(C)(C)c1cc2cc(Br)c(Cl)c(CBr)c2n1C(=O)O, C[N+]1([O-])CCOCC1, CC#N. Product: CC(C)(C)c1cc2cc(Br)c(Cl)c(C=O)c2n1C(=O)O. RXN SMILES: [C:1]([CH3:2])([CH3:3])([CH3:4])[c:5]1[n:6]([C:18](=[O:19])[OH:20])[c:7]2[c:8]([CH2:16][Br:17])[c:9]([Cl:15])[c:10]([Br:14])[cH:11][c:12]2[cH:13]1.[CH3:21][N+:22]1([O-:23])[CH2:24][CH2:26][O:25][CH2:27][CH2:28]1.[CH3:29][C:30]#[N:31]>>[C:1]([CH3:2])([CH3:3])([CH3:4])[c:5]1[n:6]([C:18](=[O:19])[OH:20])[c:7]2[c:8]([CH:16]=[O:25])[c:9]([Cl:15])[c:10]([Br:14])[cH:11][c:12]2[cH:13]1. Reactants: O.[OH-].[Li+] (lithium hydroxide monohydrate), solution, O1CCCC1 (tetrahydrofuran), C=1(C(=CC=CC1)C(=O)CN1C(C(CN(C2=C1C=C(C=C2)C)C(C2=CC=CS2)=O)NC(=O)NC2=CC(=CC=C2)C(=O)OCC)=O)C (1-[1-(2-Toluoylmethyl)-2-oxo-5-(2-thenoyl)-8-methyl-1,3,4,5-tetrahydro-2H-1,5-benzodiazepin-3-yl]-3-(3-ethoxycarbonylphenyl)urea). The solvent is CO (methanol). Yields the product C=1(C(=CC=CC1)C(=O)CN1C(C(CN(C2=C1C=C(C=C2)C)C(C2=CC=CS2)=O)NC(NC=2C=C(C(=O)O)C=CC2)=O)=O)C (3-[3-[1-(2-toluoylmethyl)-2-oxo-5-(2-thenoyl)-8-methyl-1,3,4,5-tetrahydro-2H-1,5-benzodiazepin-3-yl]ureido]benzoic acid). The yield is 61.1%. As a reaction SMILES: [C:1]1([CH3:45])[C:2]([C:7]([CH2:9][N:10]2[C:16]3[CH:17]=[C:18]([CH3:21])[CH:19]=[CH:20][C:15]=3[N:14]([C:22](=[O:28])[C:23]3[S:27][CH:26]=[CH:25][CH:24]=3)[CH2:13][CH:12]([NH:29][C:30]([NH:32][C:33]3[CH:38]=[CH:37][CH:36]=[C:35]([C:39]([O:41]CC)=[O:40])[CH:34]=3)=[O:31])[C:11]2=[O:44])=[O:8])=[CH:3][CH:4]=[CH:5][CH:6]=1.O.[OH-].[Li+].O1CCCC1>CO>[C:1]1([CH3:45])[C:2]([C:7]([CH2:9][N:10]2[C:16]3[CH:17]=[C:18]([CH3:21])[CH:19]=[CH:20][C:15]=3[N:14]([C:22](=[O:28])[C:23]3[S:27][CH:26]=[CH:25][CH:24]=3)[CH2:13][CH:12]([NH:29][C:30](=[O:31])[NH:32][C:33]3[CH:34]=[C:35]([CH:36]=[CH:37][CH:38]=3)[C:39]([OH:41])=[O:40])[C:11]2=[O:44])=[O:8])=[CH:3][CH:4]=[CH:5][CH:6]=1 |f:1.2.3|. Procedure details: 1-[1-(2-Toluoylmethyl)-2-oxo-5-(2-thenoyl)-8-methyl-1,3,4,5-tetrahydro-2H-1,5-benzodiazepin-3-yl]-3-(3-ethoxycarbonylphenyl)urea (495 mg) was dissolved in methanol (24 ml), aqueous lithium hydroxide monohydrate (166 mg) solution (12 ml) and tetrahydrofuran (12 ml) were added, and the mixture was refluxed for one hour. The reaction mixture was concentrated under reduced pressure, 1N hydrochloric acid was added to the residue, and extracted with ethyl acetate. The organic layer was dried over anhy...